From a dataset of the Open Reaction Database (ORD), a public repository of structured organic reaction records. describe an organic reaction: reactants, conditions, products, and yield The reactants are OC1=CC=CC=2N=CNC21 (4-hydroxybenzimidazole), C1(=CC=CC=C1)P(C1=CC=CC=C1)C1=CC=CC=C1 (triphenylphosphine), ClCCO (2-chloroethanol), N(=NC(=O)OCC)C(=O)OCC (diethyl azodicarboxylate). Solvent: O1CCCC1 (tetrahydrofuran), O1CCCC1 (tetrahydrofuran). Conditions: temperature 23 celsius, time 48 hour. Yields the product ClCCOC1=CC=CC=2N=CNC21 (4-(2-Chloroethoxy)-benzimidazole). The yield is 45.5%. As a reaction SMILES: [OH:1][C:2]1[C:10]2[NH:9][CH:8]=[N:7][C:6]=2[CH:5]=[CH:4][CH:3]=1.C1(P(C2C=CC=CC=2)C2C=CC=CC=2)C=CC=CC=1.[Cl:30][CH2:31][CH2:32]O.N(C(OCC)=O)=NC(OCC)=O>O1CCCC1>[Cl:30][CH2:31][CH2:32][O:1][C:2]1[C:10]2[NH:9][CH:8]=[N:7][C:6]=2[CH:5]=[CH:4][CH:3]=1. Procedure: To a solution of 4-hydroxybenzimidazole (3.1 g, 32.4 mmol), triphenylphosphine (12.75 g, 48.6 mmol) and 2-chloroethanol (5.2 g, 64.8 mmol) in tetrahydrofuran (75 mL) at 0-5° C. was added over 30 min a solution of diethyl azodicarboxylate (8.5 g, 48.7 mmol) in tetrahydrofuran (75 mL). The mixture was warmed to 23° C. and stirred for 48 hr. The solvent was removed under vacuum to give a dark brown oil. Purification by chromatography (silica gel, ethyl acetate-1% 2M NH3 in methanol) afforded 2.9 g ... Reactants: COC1=CC=C(C=C1)P(=O)(Cl)Cl (4-Methoxyphenylphosphonic dichloride), COC([C@H](NCCCO)CC1=CC=CC=C1)=O (N-(3-hydroxypropyl)-D-phenylalanine methyl ester). Product: COC1=CC=C(C=C1)P1(OCCCN1[C@@H](C(=O)OC)CC1=CC=CC=C1)=O ((αR)-Methyl 2-(4-methoxyphenyl)-2-oxo-α-phenylmethyl-1,3,2-oxazaphosphorinane-3-acetate). Reaction SMILES: [CH3:1][O:2][C:3]1[CH:8]=[CH:7][C:6]([P:9](Cl)(Cl)=[O:10])=[CH:5][CH:4]=1.[CH3:13][O:14][C:15](=[O:29])[C@@H:16]([CH2:22][C:23]1[CH:28]=[CH:27][CH:26]=[CH:25][CH:24]=1)[NH:17][CH2:18][CH2:19][CH2:20][OH:21]>>[CH3:1][O:2][C:3]1[CH:8]=[CH:7][C:6]([P:9]2(=[O:10])[N:17]([C@H:16]([CH2:22][C:23]3[CH:24]=[CH:25][CH:26]=[CH:27][CH:28]=3)[C:15]([O:14][CH3:13])=[O:29])[CH2:18][CH2:19][CH2:20][O:21]2)=[CH:5][CH:4]=1. Reported procedure: Starting materials: 4-Methoxyphenylphosphonic dichloride and N-(3-hydroxypropyl)-D-phenylalanine methyl ester. Starting materials: [H-].[Na+] (NaH), COC(CCC(CCC(=O)OC)(C1=CC=C(C=2OC3=C(C21)C=CC=C3)OC)C#N)=O (4-cyano-4-(4-methoxy-dibenzofuran-1-yl)-heptane dioic acid dimethyl ester). The solvent is COCOC (dimethoxymethane), COCOC (dimethoxymethane). Run at time 3 hour. The product is COC(=O)C1C(CCC(C1)(C1=CC=C(C=2OC3=C(C21)C=CC=C3)OC)C#N)=O (5-cyano-5-(4-methoxy-dibenzofuran-1-yl)-2-oxo-cyclohexane carboxylic acid methyl ester). RXN SMILES: [H-].[Na+].[CH3:3][O:4][C:5](=[O:32])[CH2:6][CH2:7][C:8]([C:30]#[N:31])([C:15]1[C:23]2[C:22]3[CH:24]=[CH:25][CH:26]=[CH:27][C:21]=3[O:20][C:19]=2[C:18]([O:28][CH3:29])=[CH:17][CH:16]=1)[CH2:9][CH2:10][C:11](OC)=[O:12]>COCOC>[CH3:3][O:4][C:5]([CH:6]1[CH2:7][C:8]([C:30]#[N:31])([C:15]2[C:23]3[C:22]4[CH:24]=[CH:25][CH:26]=[CH:27][C:21]=4[O:20][C:19]=3[C:18]([O:28][CH3:29])=[CH:17][CH:16]=2)[CH2:9][CH2:10][C:11]1=[O:12])=[O:32] |f:0.1|. Reported procedure: To a mixture of 50% NaH (4.6 g, 0.097 mol) in dimethoxymethane (20 ml) at room temperature under nitrogen was added drop wise at room temperature and under nitrogen a solution of 4-cyano-4-(4-methoxy-dibenzofuran-1-yl)-heptane dioic acid dimethyl ester (13.3 g, 0.032 mol) in dimethoxymethane (130 ml). The reaction mass was allowed to stir for 3 hrs at room temperature. Once product is formed, the reaction mass was quenched with water and extracted with ethyl acetate. The organic layer was dried ... Run in O (water). Reaction SMILES: O.[C:2]([C@H:5]([CH2:27][NH:28][C:29](=[O:41])[C@H:30]([CH2:36][CH2:37][CH2:38][CH2:39][NH2:40])[NH:31][S:32]([CH3:35])(=[O:34])=[O:33])[CH2:6][C:7]1([C:12]([NH:14][C@H:15]([C:24]([OH:26])=[O:25])[CH2:16][C:17]2[CH:22]=[CH:21][C:20]([OH:23])=[CH:19][CH:18]=2)=[O:13])[CH2:11][CH2:10][CH2:9][CH2:8]1)([OH:4])=[O:3]>O>[C:2]([C@H:5]([CH2:27][NH:28][C:29](=[O:41])[C@H:30]([CH2:36][CH2:37][CH2:38][CH2:39][NH2:40])[NH:31][S:32]([CH3:35])(=[O:34])=[O:33])[CH2:6][C:7]1([C:12]([NH:14][C@H:15]([C:24]([OH:26])=[O:25])[CH2:16][C:17]2[CH:22]=[CH:21][C:20]([OH:23])=[CH:19][CH:18]=2)=[O:13])[CH2:11][CH2:10][CH2:9][CH2:8]1)([OH:4])=[O:3] |f:0.1|. Reactants: O.C(=O)(O)[C@@H](CC1(CCCC1)C(=O)N[C@@H](CC1=CC=C(C=C1)O)C(=O)O)CNC([C@@H](NS(=O)(=O)C)CCCCN)=O ((S,S,S)-N-(1-[2-Carboxy-3-(N2-mesyllysylamino)propyl]-1-cyclopentylcarbonyl)tyrosine hydrate). Product: C(=O)(O)[C@@H](CC1(CCCC1)C(=O)N[C@@H](CC1=CC=C(C=C1)O)C(=O)O)CNC([C@@H](NS(=O)(=O)C)CCCCN)=O ((S,S,S)-N-(1-[2-Carboxy-3-(N2-mesyllysylamino)propyl]-1-cyclopentylcarbonyl)tyrosine). Reported procedure: (S,S,S)-N-(1-[2-Carboxy-3-(N2-mesyllysylamino)propyl]-1-cyclopentylcarbonyl)tyrosine hydrate (the δ-form, see Preparation 2) (20.0 g) was dissolved in water (250 ml) at room temperature and the clear solution frozen using a solid carbon dioxide/acetone bath. The solid mass was freeze dried to yield the title compound as a white solid (19.0 g). This material decomposed slowly over the temperature range 155-170° C.